This data is from the Open Reaction Database (ORD), a public repository of structured organic reaction records. The task is: describe an organic reaction: reactants, conditions, products, and yield Reaction SMILES: [CH3:15][S:16]([OH:17])(=[O:18])=[O:19].[Cl:26][CH2:27][Cl:28].[N-:21]=[N+:22]=[N-:23].[N:1]1([c:5]2[cH:6][c:7]3[c:11]([cH:12][cH:13]2)[C:10](=[O:14])[CH2:9][CH2:8]3)[CH2:2][CH2:3][CH2:4]1.[Na+:20].[Na+:25].[OH-:24]>>[N:1]1([c:5]2[cH:6][c:7]3[c:11]([cH:12][cH:13]2)[C:10](=[O:14])[NH:21][CH2:9][CH2:8]3)[CH2:2][CH2:3][CH2:4]1. Reactants: CS(=O)(=O)O, ClCCl, [N-]=[N+]=[N-], O=C1CCc2cc(N3CCC3)ccc21, [Na+], [Na+], [OH-]. Yields the product O=C1NCCc2cc(N3CCC3)ccc21. The reactants are CCOc1cncc(Br)c1, ClCCl, O=P(Cl)(Cl)Cl. Product: CCOc1cc(Br)cnc1Cl. Reaction SMILES: [Br:6][c:7]1[cH:8][n:9][cH:10][c:11]([O:13][CH2:14][CH3:15])[cH:12]1.[Cl:16][CH2:17][Cl:18].[P:1]([Cl:2])([Cl:3])([Cl:4])=[O:5]>>[Cl:3][c:10]1[n:9][cH:8][c:7]([Br:6])[cH:12][c:11]1[O:13][CH2:14][CH3:15]. Yields the product COc1ccc(N2C(=O)N(c3cccc(C(N)=O)c3)c3nc(Nc4cccc(CCN(C)C)c4)ncc3C2C)cc1. Reaction SMILES: [CH3:1][N:2]([CH2:3][CH2:4][c:5]1[cH:6][c:7]([NH:11][c:12]2[n:13][cH:14][c:15]3[c:16]([n:17]2)[N:18]([c:32]2[cH:33][c:34]([C:35]#[N:36])[cH:37][cH:38][cH:39]2)[C:19](=[O:31])[N:20]([c:23]2[cH:24][cH:25][c:26]([O:29][CH3:30])[cH:27][cH:28]2)[CH:21]3[CH3:22])[cH:8][cH:9][cH:10]1)[CH3:40].[CH3:53][S:54](=[O:55])[CH3:56].[N:43]#[C:44][c:45]1[cH:46][cH:47][cH:48][cH:49][cH:50]1.[Na+:42].[OH-:41].[OH:51][OH:52]>>[CH3:1][N:2]([CH2:3][CH2:4][c:5]1[cH:6][c:7]([NH:11][c:12]2[n:13][cH:14][c:15]3[c:16]([n:17]2)[N:18]([c:32]2[cH:33][c:34]([C:35]([NH2:36])=[O:41])[cH:37][cH:38][cH:39]2)[C:19](=[O:31])[N:20]([c:23]2[cH:24][cH:25][c:26]([O:29][CH3:30])[cH:27][cH:28]2)[CH:21]3[CH3:22])[cH:8][cH:9][cH:10]1)[CH3:40]. The reactants are COc1ccc(N2C(=O)N(c3cccc(C#N)c3)c3nc(Nc4cccc(CCN(C)C)c4)ncc3C2C)cc1, CS(C)=O, N#Cc1ccccc1, [Na+], [OH-], OO. Reactants: C(#N)C(CCN1CCC(CC1)(C(=O)O)C1=CC=CC=C1)(C1=CC=CC=C1)C1=CC=CC=C1 (1-(3-cyano-3,3-diphenylpropyl)-4-phenylpiperidine-4-carboxylic acid), CN(C=O)C (N,N-dimethylformamide), S(=O)(Cl)Cl (thionyl chloride). Run at time 5 minute. The solvent is O1CCCC1 (tetrahydrofuran), O1CCCC1 (tetrahydrofuran). Procedure: To 7 grams of 1-(3-cyano-3,3-diphenylpropyl)-4-phenylpiperidine-4-carboxylic acid suspended in 100 ml. of anhydrous tetrahydrofuran and 5 ml. of redistilled N,N-dimethylformamide is added 8 ml. of thionyl chloride in 50 ml. of anhydrous tetrahydrofuran. The resulting clear solution is stirred at room temperature under anhydrous conditions for about 5 minutes, then heated at the reflux temperature for 15 minutes and concentrated to dryness. To the residue is added an equal volume of tetrahydrofur... As a reaction SMILES: [C:1]([C:3]([C:27]1[CH:32]=[CH:31][CH:30]=[CH:29][CH:28]=1)([C:21]1[CH:26]=[CH:25][CH:24]=[CH:23][CH:22]=1)[CH2:4][CH2:5][N:6]1[CH2:11][CH2:10][C:9]([C:15]2[CH:20]=[CH:19][CH:18]=[CH:17][CH:16]=2)([C:12](O)=[O:13])[CH2:8][CH2:7]1)#[N:2].CN(C)C=O.S(Cl)([Cl:40])=O>O1CCCC1>[ClH:40].[C:1]([C:3]([C:27]1[CH:32]=[CH:31][CH:30]=[CH:29][CH:28]=1)([C:21]1[CH:26]=[CH:25][CH:24]=[CH:23][CH:22]=1)[CH2:4][CH2:5][N:6]1[CH2:11][CH2:10][C:9]([C:15]2[CH:20]=[CH:19][CH:18]=[CH:17][CH:16]=2)([C:12]([Cl:40])=[O:13])[CH2:8][CH2:7]1)#[N:2] |f:4.5|. Yields the product Cl.C(#N)C(CCN1CCC(CC1)(C(=O)Cl)C1=CC=CC=C1)(C1=CC=CC=C1)C1=CC=CC=C1 (1-(3-cyano-3,3-diphenylpropyl)-4-phenylpiperidine-4-carboxylic acid chloride hydrochloride). The reactants are CC(=O)OCC(=O)Cl, O=C([O-])[O-], CC#N, CCOCCONC(C)C, [K+], [K+]. Product: CCOCCON(C(=O)COC(C)=O)C(C)C. As a reaction SMILES: [C:1]([CH3:2])(=[O:3])[O:4][CH2:5][C:6](=[O:7])[Cl:8].[C:9](=[O:10])([O-:11])[O-:12].[CH3:25][C:26]#[N:27].[CH:15]([CH3:16])([CH3:17])[NH:18][O:19][CH2:20][CH2:21][O:22][CH2:23][CH3:24].[K+:13].[K+:14]>>[C:1]([CH3:2])(=[O:3])[O:4][CH2:5][C:6](=[O:7])[N:18]([CH:15]([CH3:16])[CH3:17])[O:19][CH2:20][CH2:21][O:22][CH2:23][CH3:24]. The solvent is O (water), C(C)(=O)O (acetic acid), C(C)(=O)O (acetic acid). Procedure details: A solution of bromine (1.75 mL, 34.05 mmol) in acetic acid (40 mL) was added over 25 minutes to a stirred solution of N-[(2,6-dimethoxy-1-naphthalenyl)carbonyl]-N-methylglycine methyl ester (10.70 g, 33.72 mmol, described in Example 2) in acetic acid (120 mL). After an additional 10 minutes the reaction was diluted with water (900 mL) and NaHSO3 (2.0 g) was added. The resulting precipitate was collected by filtration, washed with water and dried to give 8.93 g (67% yield) of the title compound, ... Isolated yield 66.8%. Starting materials: OS(=O)[O-].[Na+] (NaHSO3), BrBr (bromine), COC(CN(C)C(=O)C1=C(C=CC2=CC(=CC=C12)OC)OC)=O (N-[(2,6-Dimethoxy-1-naphthalenyl)carbonyl]-N-methylglycine Methyl Ester). Product: COC(CN(C)C(=O)C1=C(C=CC2=C(C(=CC=C12)OC)Br)OC)=O (N-[(5-Bromo-2,6-dimethoxy-1-naphthalenyl)carbonyl]-N-methylglycine Methyl Ester). As a reaction SMILES: [Br:1]Br.[CH3:3][O:4][C:5](=[O:25])[CH2:6][N:7]([C:9]([C:11]1[C:20]2[C:15](=[CH:16][C:17]([O:21][CH3:22])=[CH:18][CH:19]=2)[CH:14]=[CH:13][C:12]=1[O:23][CH3:24])=[O:10])[CH3:8].OS([O-])=O.[Na+]>C(O)(=O)C.O>[CH3:3][O:4][C:5](=[O:25])[CH2:6][N:7]([C:9]([C:11]1[C:20]2[C:15](=[C:16]([Br:1])[C:17]([O:21][CH3:22])=[CH:18][CH:19]=2)[CH:14]=[CH:13][C:12]=1[O:23][CH3:24])=[O:10])[CH3:8] |f:2.3|. Starting materials: C1=CC=CC=2C(C3=C(CCC21)C=CC=C3)OC3CCN(CC3)CCCN (4-(10,11-dihydro-5H-dibenzo[a,d]cyclohepten-5-oxy)-1-piperidinepropanamine), ClC=1C=CC=2N(N1)C=C(N2)C(C(=O)OCC)(C)C (ethyl 2-(6-chloroimidazo[1,2-b]pyridazin-2-yl)-2-methylpropionate), C([O-])(O)=O.[Na+] (sodium bicarbonate). The solvent is CN1C(CCC1)=O (1-methyl-2-pyrrolidone). Reaction conditions: temperature 170 celsius, time 7 hour. The product is C1=CC=CC=2C(C3=C(CCC21)C=CC=C3)OC3CCN(CC3)CCCNC=3C=CC=2N(N3)C=C(N2)C(C(=O)OCC)(C)C (ethyl 2-[6-[3-[4-(10,11-dihydro-5H-dibenzo[a,d]cyclohepten-5-oxy)piperidino]propylamino]imidazo[1,2-b]pyridazin-2-yl]-2-methylpropionate). Yield: 24.3%. As a reaction SMILES: [CH:1]1[C:11]2[CH2:10][CH2:9][C:8]3[CH:12]=[CH:13][CH:14]=[CH:15][C:7]=3[CH:6]([O:16][CH:17]3[CH2:22][CH2:21][N:20]([CH2:23][CH2:24][CH2:25][NH2:26])[CH2:19][CH2:18]3)[C:5]=2[CH:4]=[CH:3][CH:2]=1.Cl[C:28]1[CH:29]=[CH:30][C:31]2[N:32]([CH:34]=[C:35]([C:37]([CH3:44])([CH3:43])[C:38]([O:40][CH2:41][CH3:42])=[O:39])[N:36]=2)[N:33]=1.C(=O)(O)[O-].[Na+]>CN1CCCC1=O>[CH:12]1[C:8]2[CH2:9][CH2:10][C:11]3[CH:1]=[CH:2][CH:3]=[CH:4][C:5]=3[CH:6]([O:16][CH:17]3[CH2:22][CH2:21][N:20]([CH2:23][CH2:24][CH2:25][NH:26][C:28]4[CH:29]=[CH:30][C:31]5[N:32]([CH:34]=[C:35]([C:37]([CH3:43])([CH3:44])[C:38]([O:40][CH2:41][CH3:42])=[O:39])[N:36]=5)[N:33]=4)[CH2:19][CH2:18]3)[C:7]=2[CH:15]=[CH:14][CH:13]=1 |f:2.3|. Procedure: 1.69 g of 4-(10,11-dihydro-5H-dibenzo[a,d]cyclohepten-5-oxy)-1-piperidinepropanamine and 645 mg of ethyl 2-(6-chloroimidazo[1,2-b]pyridazin-2-yl)-2-methylpropionate were dissolved in 3 ml of 1-methyl-2-pyrrolidone, followed by stirring in an oil bath (170° C.) for 7 hours. After cooling, saturated aqueous sodium bicarbonate was added, followed by extraction with ethyl acetate; the extract was washed with water and saturated saline and dried with magnesium sulfate. The solution was concentrated u...